From a dataset of the Open Reaction Database (ORD), a public repository of structured organic reaction records. describe an organic reaction: reactants, conditions, products, and yield The reactants are ClCCl, O=C=NS(=O)(=O)c1ccccc1C(=O)OCCCl, COc1nc(N)nc(OC)n1. Yields the product COc1nc(NC(=O)NS(=O)(=O)c2ccccc2C(=O)OCCCl)nc(OC)n1. RXN SMILES: [CH2:30]([Cl:31])[Cl:32].[Cl:12][CH2:13][CH2:14][O:15][C:16](=[O:17])[c:18]1[c:19]([S:24](=[O:25])(=[O:26])[N:27]=[C:28]=[O:29])[cH:20][cH:21][cH:22][cH:23]1.[NH2:1][c:2]1[n:3][c:4]([O:10][CH3:11])[n:5][c:6]([O:8][CH3:9])[n:7]1>>[NH:1]([c:2]1[n:3][c:4]([O:10][CH3:11])[n:5][c:6]([O:8][CH3:9])[n:7]1)[C:28]([NH:27][S:24]([c:19]1[c:18]([C:16]([O:15][CH2:14][CH2:13][Cl:12])=[O:17])[cH:23][cH:22][cH:21][cH:20]1)(=[O:25])=[O:26])=[O:29].